This data is from the Open Reaction Database (ORD), a public repository of structured organic reaction records. The task is: describe an organic reaction: reactants, conditions, products, and yield Starting materials: O=S(=O)(Cl)c1ccc(Cl)c(C(F)(F)F)c1, Nc1cc(Cl)cnc1Oc1ccccc1, c1ccncc1. The product is O=S(=O)(Nc1cc(Cl)cnc1Oc1ccccc1)c1ccc(Cl)c(C(F)(F)F)c1. RXN SMILES: [Cl:16][c:17]1[c:18]([C:27]([F:28])([F:29])[F:30])[cH:19][c:20]([S:23](=[O:24])(=[O:25])[Cl:26])[cH:21][cH:22]1.[Cl:1][c:2]1[cH:3][c:4]([NH2:15])[c:5]([O:8][c:9]2[cH:10][cH:11][cH:12][cH:13][cH:14]2)[n:6][cH:7]1.[cH:31]1[cH:32][cH:33][n:34][cH:35][cH:36]1>>[Cl:1][c:2]1[cH:3][c:4]([NH:15][S:23]([c:20]2[cH:19][c:18]([C:27]([F:28])([F:29])[F:30])[c:17]([Cl:16])[cH:22][cH:21]2)(=[O:24])=[O:25])[c:5]([O:8][c:9]2[cH:10][cH:11][cH:12][cH:13][cH:14]2)[n:6][cH:7]1. The reactants are CCCCCC, NS(=O)(=O)c1cc(C(=O)O)ccc1Cl, O=S(Cl)Cl. The product is NS(=O)(=O)c1cc(C(=O)Cl)ccc1Cl. RXN SMILES: [CH3:19][CH2:20][CH2:21][CH2:22][CH2:23][CH3:24].[Cl:1][c:2]1[c:3]([S:11]([NH2:12])(=[O:13])=[O:14])[cH:4][c:5]([C:6](=[O:7])[OH:8])[cH:9][cH:10]1.[S:15]([Cl:16])([Cl:17])=[O:18]>>[Cl:1][c:2]1[c:3]([S:11]([NH2:12])(=[O:13])=[O:14])[cH:4][c:5]([C:6](=[O:7])[Cl:17])[cH:9][cH:10]1. Starting materials: ClC=1C=C(C=CC1Cl)C1(CN(CC1)C(C1=CC(=CC(=C1)OC)OC)=O)CCCS(=O)(=O)[O-] (2-[3-(3,4-dichloro-phenyl)-1-(3,5-dimethoxy-benzoyl)-pyrrolidin-3-yl]-ethyl-methanesulfonate), Cl.C1(=CC=CC=C1)C1(CCNCC1)C(=O)N (4-phenylpiperidine-4-carboxylic acid amide hydrochloride). Yields the product ClC=1C=C(C=CC1Cl)C1(CN(CC1)C(C1=CC(=CC(=C1)OC)OC)=O)CCC1NCCC(C1)(C(=O)N)C1=CC=CC=C1 (2-[3-(3,4-dichloro-phenyl)-1-(3,5-dimethoxy-benzoyl)-pyrrolidin-3-yl-ethyl]-4-phenyl-piperidine-4-carboxylic acid amide). As a reaction SMILES: [Cl:1][C:2]1[CH:3]=[C:4]([C:9]2([CH2:26][CH2:27][CH2:28]S([O-])(=O)=O)[CH2:13][CH2:12][N:11]([C:14](=[O:25])[C:15]3[CH:20]=[C:19]([O:21][CH3:22])[CH:18]=[C:17]([O:23][CH3:24])[CH:16]=3)[CH2:10]2)[CH:5]=[CH:6][C:7]=1[Cl:8].Cl.[C:34]1([C:40]2([C:46]([NH2:48])=[O:47])[CH2:45]C[NH:43][CH2:42][CH2:41]2)[CH:39]=[CH:38][CH:37]=[CH:36][CH:35]=1>>[Cl:1][C:2]1[CH:3]=[C:4]([C:9]2([CH2:26][CH2:27][CH:28]3[CH2:45][C:40]([C:34]4[CH:39]=[CH:38][CH:37]=[CH:36][CH:35]=4)([C:46]([NH2:48])=[O:47])[CH2:41][CH2:42][NH:43]3)[CH2:13][CH2:12][N:11]([C:14](=[O:25])[C:15]3[CH:20]=[C:19]([O:21][CH3:22])[CH:18]=[C:17]([O:23][CH3:24])[CH:16]=3)[CH2:10]2)[CH:5]=[CH:6][C:7]=1[Cl:8] |f:1.2|. Procedure details: The method of example 3.3 was used with 2-[3-(3,4-dichloro-phenyl)-1-(3,5-dimethoxy-benzoyl)-pyrrolidin-3-yl]-ethyl-methanesulfonate (0.96 mmol) and 4-phenylpiperidine-4-carboxylic acid amide hydrochloride (1.06 mmol) to prepare the title compound. Chromatography on silica gel eluting sequentially with ethyl acetate, 6% methanol in dichloromethane, and then 10% methanol in dichloromethane gave the title compound: Reactants: FC=1C=C(C=CC1)S(=O)(=O)NC=1C=C2C(=NNC2=CC1)NC(C1=CC=CC=C1)=O (N-[5-(3-fluorobenzenesulfonylamino)-1H-indazol-3-yl]benzamide), Cl (hydrochloric acid). Run in C(C)O (ethanol). Yields the product NC1=NNC2=CC=C(C=C12)NS(=O)(=O)C1=CC(=CC=C1)F (N-(3-amino-1H-indazol-5-yl)-3-fluorobenzenesulfonamide). Isolated yield 44.7%. RXN SMILES: [F:1][C:2]1[CH:3]=[C:4]([S:8]([NH:11][C:12]2[CH:13]=[C:14]3[C:18](=[CH:19][CH:20]=2)[NH:17][N:16]=[C:15]3[NH:21]C(=O)C2C=CC=CC=2)(=[O:10])=[O:9])[CH:5]=[CH:6][CH:7]=1.Cl>C(O)C>[NH2:21][C:15]1[C:14]2[C:18](=[CH:19][CH:20]=[C:12]([NH:11][S:8]([C:4]3[CH:5]=[CH:6][CH:7]=[C:2]([F:1])[CH:3]=3)(=[O:10])=[O:9])[CH:13]=2)[NH:17][N:16]=1. Procedure: N-(3-Amino-1H-indazol-5-yl)-3-fluorobenzenesulfonamide can be obtained in the following way: a solution of 0.3 g of N-[5-(3-fluorobenzenesulfonylamino)-1H-indazol-3-yl]benzamide, of 24 ml of ethanol and of 1.08 ml of 37% hydrochloric acid is heated at a temperature in the region of 100° C. for 30 hours. The cooled reaction medium is concentrated under reduced pressure. 20 ml of water, and aqueous sodium hydroxide, to a pH in the region of 11, are added to the residue thus obtained, which is then... Starting materials: BrBr, CC(=O)O, CCOC(C)=O, Nc1ccc2ncsc2c1. Product: Nc1ccc2ncsc2c1Br. RXN SMILES: [Br:11][Br:12].[C:13]([OH:14])(=[O:15])[CH3:16].[CH3:17][CH2:18][O:19][C:20]([CH3:21])=[O:22].[NH2:1][c:2]1[cH:3][c:4]2[c:5]([n:6][cH:7][s:8]2)[cH:9][cH:10]1>>[NH2:1][c:2]1[c:3]([Br:11])[c:4]2[c:5]([n:6][cH:7][s:8]2)[cH:9][cH:10]1. Reactants: O.C(C1=CC=CC=C1)OC1=C(C=CC=C1)C(=O)C=O (2-benzyloxyphenylglyoxal hydrate), CC(CC1=CC2=C(C=C1)OCO2)(C)N (α,α-dimethyl-3,4-methylenedioxyphenethylamine). Solvent: CS(=O)C (dimethylsulfoxide), CS(=O)C (dimethylsulfoxide). Run at temperature 23 celsius, time 45 minute. The product is CC(CC1=CC2=C(C=C1)OCO2)(C)N=C(C(=O)C2=CC=CC=C2)OCC2=CC=CC=C2 (α-(α,α-dimethyl-3,4-methylenedioxyphenethylimino)-2-benzyloxyacetophenone). RXN SMILES: [OH2:1].[CH2:2]([O:9][C:10]1[CH:15]=[CH:14][CH:13]=[CH:12][C:11]=1[C:16]([CH:18]=O)=O)[C:3]1[CH:8]=[CH:7][CH:6]=[CH:5][CH:4]=1.[CH3:20][C:21]([NH2:33])([CH3:32])[CH2:22][C:23]1[CH:28]=[CH:27][C:26]2[O:29][CH2:30][O:31][C:25]=2[CH:24]=1>CS(C)=O>[CH3:32][C:21]([N:33]=[C:10]([O:9][CH2:2][C:3]1[CH:4]=[CH:5][CH:6]=[CH:7][CH:8]=1)[C:15]([C:14]1[CH:13]=[CH:12][CH:11]=[CH:16][CH:18]=1)=[O:1])([CH3:20])[CH2:22][C:23]1[CH:28]=[CH:27][C:26]2[O:29][CH2:30][O:31][C:25]=2[CH:24]=1 |f:0.1|. Procedure: 1.31 g of 2-benzyloxyphenylglyoxal hydrate are dissolved in 3.5 ml of dimethylsulfoxide, and 0.97 g of α,α-dimethyl-3,4-methylenedioxyphenethylamine are added thereto. The mixture is stirred at 23° C. for 45 minutes, whereby a solution of α-(α,α-dimethyl-3,4-methylenedioxyphenethylimino)-2-benzyloxyacetophenone in dimethylsulfoxide is obtained. The reactants are Cl.OCC1=CC=NC=C1 (4-hydroxymethylpyridine hydrochloride), S(=O)(Cl)Cl (thionyl chloride). Run in C1=CC=CC=C1 (benzene). Product: Cl.ClCC1=CC=NC=C1 (4-chloromethylpyridine hydrochloride). The yield is 76.0%. As a reaction SMILES: [ClH:1].O[CH2:3][C:4]1[CH:9]=[CH:8][N:7]=[CH:6][CH:5]=1.S(Cl)([Cl:12])=O>C1C=CC=CC=1>[ClH:12].[Cl:1][CH2:3][C:4]1[CH:9]=[CH:8][N:7]=[CH:6][CH:5]=1 |f:0.1,4.5|. Procedure details: A mixture of 37.0 g (0.25 mole) of 4-hydroxymethylpyridine hydrochloride and 150 ml of thionyl chloride is heated under reflux for 2 hours. After cooling, 250 ml of benzene are added to the reaction mixture, followed by filtering and washing the precipitate with benzene. There are obtained 32.0 g of 4-chloromethylpyridine hydrochloride (76% of theory); m.p. 171-172° C.